From a dataset of the Open Reaction Database (ORD), a public repository of structured organic reaction records. describe an organic reaction: reactants, conditions, products, and yield Reaction SMILES: [Cl:1][C:2]1[CH:3]=[C:4]([CH:7]=[CH:8][C:9]=1[O:10][C:11]1[CH:16]=[CH:15][C:14]([CH:17]=[O:18])=[CH:13][CH:12]=1)[C:5]#[N:6].C(=O)([O-])[O-:20].[K+].[K+].OO>CS(C)=O>[Cl:1][C:2]1[CH:3]=[C:4]([CH:7]=[CH:8][C:9]=1[O:10][C:11]1[CH:16]=[CH:15][C:14]([CH:17]=[O:18])=[CH:13][CH:12]=1)[C:5]([NH2:6])=[O:20] |f:1.2.3|. Product: ClC=1C=C(C(=O)N)C=CC1OC1=CC=C(C=C1)C=O (3-Chloro-4-(4-formyl-phenoxy)-benzamide). Conditions: time 3 hour. The solvent is CS(=O)C (dimethylsulfoxide). Reported procedure: Cool a solution of 3-chloro-4-(4-formyl-phenoxy)-benzonitrile (1.57 g, 6.10 mmol) in dimethylsulfoxide (50 mL) to 0° C. Add potassium carbonate (0.42 g, 3.05 mmol) followed by 30% aqueous hydrogen peroxide (1.83 mL, 6.10 mmol). Remove the cooling bath and let stir at rt for 3 hrs. Pour into water (100 mL) and after trituration, filter the solid formed to obtain the product (1.40 g, 84%). 1H NMR (DMSO-d6) 9.93 (s, 1H), 8.12 (d, J=1.2 Hz, 1H), 8.10 (bs, 1H), 7.95-7.90 (m, 3H), 7.53 (bs, 1H), 7.34 ... Isolated yield 166.5%. The reactants are C([O-])([O-])=O.[K+].[K+] (potassium carbonate), ClC=1C=C(C#N)C=CC1OC1=CC=C(C=C1)C=O (3-chloro-4-(4-formyl-phenoxy)-benzonitrile), OO (hydrogen peroxide). Reactants: CCOP(=O)(CC#N)OCC, CCOC(C)=O, [H-], [Na+], C1CCOC1, O=Cc1cccc2cc[nH]c12. Product: N#CC=Cc1cccc2cc[nH]c12. RXN SMILES: [C:3](#[N:4])[CH2:5][P:6](=[O:7])([O:8][CH2:9][CH3:10])[O:11][CH2:12][CH3:13].[CH3:30][CH2:31][O:32][C:33](=[O:34])[CH3:35].[H-:1].[Na+:2].[O:25]1[CH2:26][CH2:27][CH2:28][CH2:29]1.[nH:14]1[cH:15][cH:16][c:17]2[cH:18][cH:19][cH:20][c:21]([CH:23]=[O:24])[c:22]12>>[C:3](#[N:4])[CH:5]=[CH:23][c:21]1[cH:20][cH:19][cH:18][c:17]2[cH:16][cH:15][nH:14][c:22]21. Starting materials: O, O=[N+]([O-])O, O=S(=O)(O)O, COC(=O)c1cn2c(n1)COc1ccccc1-2. Product: COC(=O)c1cn2c(n1)COc1ccc([N+](=O)[O-])cc1-2. Reaction SMILES: [OH2:27].[OH:23][N+:24]([O-:25])=[O:26].[S:18](=[O:19])(=[O:20])([OH:21])[OH:22].[cH:1]1[c:2]([C:14](=[O:15])[O:16][CH3:17])[n:3][c:4]2[n:9]1-[c:8]1[c:7]([cH:13][cH:12][cH:11][cH:10]1)[O:6][CH2:5]2>>[cH:1]1[c:2]([C:14](=[O:15])[O:16][CH3:17])[n:3][c:4]2[n:9]1-[c:8]1[c:7]([cH:13][cH:12][c:11]([N+:24](=[O:23])[O-:25])[cH:10]1)[O:6][CH2:5]2. Reactants: CN(C=O)C (N,N-dimethylformamide), FC=1C=C2C(=C(NC2=CC1)CCC(=O)O)C (3-(5-fluoro-3-methyl-1H-indol-2-yl)propanoic acid), hydrochloride salt, CS(=O)(=O)N (methanesulfonamide), C(O)([O-])=O.[Na+] (sodium hydrogen carbonate), 510398 A2, O.ON1N=NC2=C1C=CC=C2 (1-hydroxybenzotriazole monohydrate), Cl.CN(CCCN=C=NCC)C (1-(3-dimethylaminopropyl)-3-ethylcarbodiimide hydrochloride). Run at time 10 minute. Product: FC=1C=C2C(=C(NC2=CC1)CCC(=O)N1CC2C(C2C1)(C)C=1C=C(C=CC1)NS(=O)(=O)C)C (N-(3-{3-[3-(5-Fluoro-3-methyl-1H-indol-2-yl)propanoyl]-6-methyl-3-azabicyclo[3.1.0]hex-6-yl}phenyl)methanesulfonamide). RXN SMILES: [F:1][C:2]1[CH:3]=[C:4]2[C:8](=[CH:9][CH:10]=1)[NH:7][C:6]([CH2:11][CH2:12][C:13]([OH:15])=O)=[C:5]2[CH3:16].O.O[N:19]1[C:23]2[CH:24]=[CH:25][CH:26]=[CH:27][C:22]=2N=N1.Cl.CN(C)[CH2:31][CH2:32][CH2:33]N=C=NCC.[CH3:40][S:41](N)(=[O:43])=[O:42].[C:45](=O)([O-])O.[Na+].[CH3:50][N:51]([CH3:54])C=O>>[F:1][C:2]1[CH:3]=[C:4]2[C:8](=[CH:9][CH:10]=1)[NH:7][C:6]([CH2:11][CH2:12][C:13]([N:51]1[CH2:54][CH:33]3[CH:45]([C:32]3([C:25]3[CH:24]=[C:23]([NH:19][S:41]([CH3:40])(=[O:43])=[O:42])[CH:22]=[CH:27][CH:26]=3)[CH3:31])[CH2:50]1)=[O:15])=[C:5]2[CH3:16] |f:1.2,3.4,6.7|. Reported procedure: To a solution of 3-(5-fluoro-3-methyl-1H-indol-2-yl)propanoic acid (prepared according to the method described in EP 510398 A2, 200 mg, 0.90 mmol) in N,N-dimethylformamide (20 ml) was added 1-hydroxybenzotriazole monohydrate (154 mg, 1.00 mmol) and 1-(3-dimethylaminopropyl)-3-ethylcarbodiimide hydrochloride (262 mg, 1.36 mmol). After stirring at room temperature for 10 min, the mixture was treated with the hydrochloride salt of N-13-(6-methyl-3-azabicyclo[3.1.0]hex-6-yl)phenyl]methanesulfonamide... The reactants are ClC=1C=CC(=C(C1)CC1=CC=CC(=N1)C(=O)OCC)O (ethyl 6-[(5-chloro-2-hydroxyphenyl)methyl]-2-pyridinecarboxylate), C([O-])([O-])=O.[K+].[K+] (potassium carbonate), ClC1=CC(=C(CBr)C=C1)F (4-chloro-2-fluorobenzyl bromide). Solvent: CC(=O)C (acetone). Reaction conditions: temperature 50 celsius. The product is ClC=1C=CC(=C(C1)CC1=CC=CC(=N1)C(=O)OCC)OCC1=C(C=C(C=C1)Cl)F (Ethyl 6-[(5-chloro-2-{[(4-chloro-2-fluorophenyl)methyl]oxy}phenyl)methyl]-2-pyridinecarboxylate). Reaction SMILES: [Cl:1][C:2]1[CH:3]=[CH:4][C:5]([OH:20])=[C:6]([CH2:8][C:9]2[N:14]=[C:13]([C:15]([O:17][CH2:18][CH3:19])=[O:16])[CH:12]=[CH:11][CH:10]=2)[CH:7]=1.C(=O)([O-])[O-].[K+].[K+].[Cl:27][C:28]1[CH:35]=[CH:34][C:31]([CH2:32]Br)=[C:30]([F:36])[CH:29]=1>CC(C)=O>[Cl:1][C:2]1[CH:3]=[CH:4][C:5]([O:20][CH2:32][C:31]2[CH:34]=[CH:35][C:28]([Cl:27])=[CH:29][C:30]=2[F:36])=[C:6]([CH2:8][C:9]2[N:14]=[C:13]([C:15]([O:17][CH2:18][CH3:19])=[O:16])[CH:12]=[CH:11][CH:10]=2)[CH:7]=1 |f:1.2.3|. Procedure: A mixture of ethyl 6-[(5-chloro-2-hydroxyphenyl)methyl]-2-pyridinecarboxylate (92 mg, 0.31 mmol), potassium carbonate (109 mg, 2.5 equivalents) and 4-chloro-2-fluorobenzyl bromide (78 mg, 1.1 equivalents) in acetone (˜6 ml) was heated at 50° C. for 3-4 hours until there was no more SM (starting material). Cooled down, filtered off and washed with acetone. LC/MS okay, Rt4.05. Purified by SPE, product came off with ˜20% ethyl acetate in iso-hexane. 108 mg of a white solid. Rt=4.05 [MH+] 434, 437. The reactants are C[Si](C)(C)CCOCCl, CN(C)C=O, O=[N+]([O-])c1cc(Cl)nc2[nH]ccc12, [H-], [Na+]. Yields the product C[Si](C)(C)CCOCn1ccc2c([N+](=O)[O-])cc(Cl)nc21. RXN SMILES: [CH3:16][Si:17]([CH2:18][CH2:19][O:20][CH2:21][Cl:22])([CH3:23])[CH3:24].[CH3:25][N:26]([CH3:27])[CH:28]=[O:29].[Cl:3][c:4]1[cH:5][c:6]([N+:13](=[O:14])[O-:15])[c:7]2[c:8]([n:9]1)[nH:10][cH:11][cH:12]2.[H-:1].[Na+:2]>>[Cl:3][c:4]1[cH:5][c:6]([N+:13](=[O:14])[O-:15])[c:7]2[c:8]([n:9]1)[n:10]([CH2:21][O:20][CH2:19][CH2:18][Si:17]([CH3:16])([CH3:23])[CH3:24])[cH:11][cH:12]2. Reactants: C(C)(=O)OC=C[C@@H]1[C@@H](C(N1)=O)CC (Cis-(±)-4-[2-(acetoxy)ethenyl]-3-ethyl-2-azetidinone), [H][H] (hydrogen). The reagents and catalysts are [Pd] (Palladium on carbon). Solvent: C(C)(=O)OCC (ethyl acetate). Run at time 6 hour. The product is C(C)(=O)OCC[C@@H]1[C@@H](C(N1)=O)CC (cis-(±)-4-[2-(acetoxy)ethyl]-3-ethyl-2-azetidinone). Isolated yield 99.1%. As a reaction SMILES: [C:1]([O:4][CH:5]=[CH:6][C@H:7]1[NH:10][C:9](=[O:11])[C@H:8]1[CH2:12][CH3:13])(=[O:3])[CH3:2].[H][H]>C(OCC)(=O)C.[Pd]>[C:1]([O:4][CH2:5][CH2:6][C@H:7]1[NH:10][C:9](=[O:11])[C@H:8]1[CH2:12][CH3:13])(=[O:3])[CH3:2]. Procedure details: Cis-(±)-4-[2-(acetoxy)ethenyl]-3-ethyl-2-azetidinone (20 g, 0.109 mole) is dissolved in ethyl acetate (150 ml) warming the mixture until complete solution. Then, 10% Palladium on carbon catalyst (1 g) is added and the starting compound is hydrogenated at room temperature and with a pressure of 3 atmosphere of hydrogen gas, in a Parr autoclave. After six hours the autoclave is discharged and the catalyst is filtered. The solvent is evaporated and the crude cis-(±)-4-[2-(acetoxy)ethyl]-3-ethyl-2-a... RXN SMILES: [OH:1][C:2]1[CH:12]=[CH:11][CH:10]=[CH:9][C:3]=1[CH:4]=[CH:5][C:6]([OH:8])=[O:7].[N+](=[CH2:15])=[N-]>CCOCC.CO>[OH:1][C:2]1[CH:12]=[CH:11][CH:10]=[CH:9][C:3]=1[CH:4]=[CH:5][C:6]([O:8][CH3:15])=[O:7]. Procedure: To a stirred mixture of ortho-hydroxycinnamic acid (1.00 g, 6.09 mmol) in 10 mL of ether and 10 mL of methanol was added etheral diazomethane until the mixture became yellowish. The mixture was stirred at room temperature for 15 minutes, and the excess diazomethane was destroyed with the addition of acetic acid. The mixture was concentrated in vacuo and diluted with 100 mL of ethyl acetate. This ethyl acetate solution was washed with saturated sodium bicarbonate solution (3×60 mL) and brine (1×6... Yields the product OC1=C(C=CC(=O)OC)C=CC=C1 (methyl ortho-hydroxycinnamate). Conditions: time 15 minute. Reactants: OC1=C(C=CC(=O)O)C=CC=C1 (ortho-hydroxycinnamic acid), [N+](=[N-])=C (diazomethane). Solvent: CCOCC (ether), CO (methanol). Yield: 94.0%. The reactants are C(=O)C1C2C=CC(C1C)C2 (2-formyl-3-methylbicyclo[2.2.1]hept-5-ene), C(#N)CC(=O)O (cyanoacetic acid), [OH-].[NH4+] (ammonium hydroxide), CN(C=O)C (dimethylformamide). The solvent is C1=CC=CC=C1 (benzene). Isolated yield 75.4%. Reported procedure: A stirred solution of 136 g (1.0 mole) of 2-formyl-3-methylbicyclo[2.2.1]hept-5-ene, 91 g (1.05 mol) of cyanoacetic acid, 3 g (0.05 mol) of ammonium hydroxide (58%), 132 ml of dimethylformamide, and 170 ml of benzene was heated to reflux and the water removed with a Dean-Stark trap. The reaction was allowed to continue until the carbon dioxide evolution ceased (approx. 31 hrs). Upon completion, the reaction was cooled and the solvent removed under reduced pressure. The residual oil was distilled... Product: C(#N)CC=C1C2C=CC(C1C)C2 (2(2-cyanoethylidene)-3-methylbicyclo[2.2.1]hept-5-ene). Reaction SMILES: [CH:1]([CH:3]1[CH:8]([CH3:9])[CH:7]2[CH2:10][CH:4]1[CH:5]=[CH:6]2)=O.[C:11]([CH2:13]C(O)=O)#[N:12].[OH-].[NH4+].CN(C)C=O>C1C=CC=CC=1>[C:11]([CH2:13][CH:1]=[C:3]1[CH:8]([CH3:9])[CH:7]2[CH2:10][CH:4]1[CH:5]=[CH:6]2)#[N:12] |f:2.3|. Starting materials: CCc1nc2c(Cl)ccc(OCC(=O)OC)c2c(OC(F)F)c1Cc1ccc(Cl)cc1F, [Li+], C1CCOC1, [OH-]. The product is CCc1nc2c(Cl)ccc(OCC(=O)O)c2c(OC(F)F)c1Cc1ccc(Cl)cc1F. As a reaction SMILES: [CH3:1][O:2][C:3]([CH2:4][O:5][c:6]1[c:7]2[c:8]([O:28][CH:29]([F:30])[F:31])[c:9]([CH2:19][c:20]3[c:21]([F:27])[cH:22][c:23]([Cl:26])[cH:24][cH:25]3)[c:10]([CH2:17][CH3:18])[n:11][c:12]2[c:13]([Cl:16])[cH:14][cH:15]1)=[O:32].[Li+:33].[O:35]1[CH2:36][CH2:37][CH2:38][CH2:39]1.[OH-:34]>>[O:2]=[C:3]([CH2:4][O:5][c:6]1[c:7]2[c:8]([O:28][CH:29]([F:30])[F:31])[c:9]([CH2:19][c:20]3[c:21]([F:27])[cH:22][c:23]([Cl:26])[cH:24][cH:25]3)[c:10]([CH2:17][CH3:18])[n:11][c:12]2[c:13]([Cl:16])[cH:14][cH:15]1)[OH:32].